Dataset: the Open Reaction Database (ORD), a public repository of structured organic reaction records. Task: describe an organic reaction: reactants, conditions, products, and yield Reactants: BrC=1C=C(C(=O)OCC)C=C(C1)[N+](=O)[O-] (ethyl 3-bromo-5-nitrobenzoate), [Sn](Cl)Cl (tin(II) chloride). Run in C(C)O (ethanol). The product is NC=1C=C(C(=O)OCC)C=C(C1)Br (Ethyl 3-amino-5-bromobenzoate). Yield: 92.2%. Reaction SMILES: [Br:1][C:2]1[CH:3]=[C:4]([CH:10]=[C:11]([N+:13]([O-])=O)[CH:12]=1)[C:5]([O:7][CH2:8][CH3:9])=[O:6].[Sn](Cl)Cl>C(O)C>[NH2:13][C:11]1[CH:10]=[C:4]([CH:3]=[C:2]([Br:1])[CH:12]=1)[C:5]([O:7][CH2:8][CH3:9])=[O:6]. Procedure details: A solution of ethyl 3-bromo-5-nitrobenzoate (4.4 g, 16 mmol) and tin(II) chloride (40 g, 170 mmol) in ethanol (125 ml) was heated at 80° C. for 2 hours. The mixture was cooled to room temperature and the solvent evaporated. The residue was suspended in ethyl acetate (250 ml) and washed with 2M NaOH (2×250 ml). The organic phase was washed with water, dried and evaporated to give the title compound as a yellow solid (3.6 g, 92%)